This data is from the Open Reaction Database (ORD), a public repository of structured organic reaction records. The task is: describe an organic reaction: reactants, conditions, products, and yield The reactants are ClC1=CC=CC2=C1C(OCC(N2)=O)=O (6-Chloro-4,1-benzoxazepin-2,5-dione), COC=1C=CC(=CC1)P2(=S)SP(=S)(S2)C=3C=CC(=CC3)OC (Lawesson's reagent). Run in C(OC)COC (dimethoxyethane). Conditions: time 24 hour. Product: ClC1=CC=CC2=C1C(OCC(N2)=S)=O (6-Chloro-4,1-benzoxazepin-5-one-2-thione). Yield: 162.5%. RXN SMILES: [Cl:1][C:2]1[C:7]2[C:8](=[O:14])[O:9][CH2:10][C:11](=O)[NH:12][C:6]=2[CH:5]=[CH:4][CH:3]=1.COC1C=CC(P2(SP(C3C=CC(OC)=CC=3)(=S)S2)=[S:24])=CC=1>C(COC)OC>[Cl:1][C:2]1[C:7]2[C:8](=[O:14])[O:9][CH2:10][C:11](=[S:24])[NH:12][C:6]=2[CH:5]=[CH:4][CH:3]=1. Reported procedure: 6-Chloro-4,1-benzoxazepin-2,5-dione (10.6 g, 50 mmole) in dimethoxyethane (250 ml) was treated with Lawesson's reagent (12.1 g, 30 mmole) and the mixture stirred at room temperature for 24 hours. The solution was filtered and evaporated. The residue in ethyl acetate was washed with sodium bicarbonate solution and dried (Na2SO4). The solution was diluted with hexane and filtered through silica. The filtrate was evaporated to give the product (11.1 g, 97%), m.p. 177°-180° C. Reactants: C1CCOC1, [H-], Cc1noc(N)c1Br, [Na+], O=S(=O)(Cl)c1ccc(-c2ccon2)s1. Product: Cc1noc(NS(=O)(=O)c2ccc(-c3ccon3)s2)c1Br. RXN SMILES: [CH2:25]1[O:26][CH2:27][CH2:28][CH2:29]1.[H-:9].[NH2:1][c:2]1[c:3]([Br:8])[c:4]([CH3:7])[n:5][o:6]1.[Na+:10].[o:11]1[n:12][c:13](-[c:16]2[cH:17][cH:18][c:19]([S:21](=[O:22])(=[O:23])[Cl:24])[s:20]2)[cH:14][cH:15]1>>[NH:1]([c:2]1[c:3]([Br:8])[c:4]([CH3:7])[n:5][o:6]1)[S:21]([c:19]1[cH:18][cH:17][c:16](-[c:13]2[n:12][o:11][cH:15][cH:14]2)[s:20]1)(=[O:22])=[O:23]. The reactants are CC1=C(OCCCC(=O)N2CCCC3=C(C=CC=C23)C2=CC(=NC=C2)C(=O)OC)C=CC=C1C (methyl 4-(1-(4-(2,3-dimethylphenoxy)butanoyl)-1,2,3,4-tetrahydroquinolin-5-yl)picolinate), BrC1=CC(=NC=C1)C(=O)OC (methyl 4-bromopicolinate), BrC=1C=NN(C1)CC1=CC(=CC=C1)OC (4-bromo-1-(3-methoxybenzyl)-1H-pyrazole). The product is CC1=C(OCCCC(=O)N2CCCC3=C(C=CC=C23)C=2C=NN(C2)CC2=CC(=CC=C2)OC)C=CC=C1C (4-(2,3-Dimethylphenoxy)-1-(5-(1-(3-methoxybenzyl)-1H-pyrazol-4-yl)-3,4-dihydroquinolin-1(2H)-yl)butan-1-one). Reaction SMILES: [CH3:1][C:2]1[C:33]([CH3:34])=[CH:32][CH:31]=[CH:30][C:3]=1[O:4][CH2:5][CH2:6][CH2:7][C:8]([N:10]1[C:19]2[C:14](=[C:15](C3C=CN=C(C(OC)=O)C=3)[CH:16]=[CH:17][CH:18]=2)[CH2:13][CH2:12][CH2:11]1)=[O:9].BrC1C=CN=C(C(OC)=O)C=1.Br[C:47]1[CH:48]=[N:49][N:50]([CH2:52][C:53]2[CH:58]=[CH:57][CH:56]=[C:55]([O:59][CH3:60])[CH:54]=2)[CH:51]=1>>[CH3:1][C:2]1[C:33]([CH3:34])=[CH:32][CH:31]=[CH:30][C:3]=1[O:4][CH2:5][CH2:6][CH2:7][C:8]([N:10]1[C:19]2[C:14](=[C:15]([C:47]3[CH:48]=[N:49][N:50]([CH2:52][C:53]4[CH:58]=[CH:57][CH:56]=[C:55]([O:59][CH3:60])[CH:54]=4)[CH:51]=3)[CH:16]=[CH:17][CH:18]=2)[CH2:13][CH2:12][CH2:11]1)=[O:9]. Procedure: The title compound was prepared using a procedure analogous to methyl 4-(1-(4-(2,3-dimethylphenoxy)butanoyl)-1,2,3,4-tetrahydroquinolin-5-yl)picolinate except that methyl 4-bromopicolinate was replaced with 4-bromo-1-(3-methoxybenzyl)-1H-pyrazole. LCMS, [M+H]+=510.4.